Dataset: the Open Reaction Database (ORD), a public repository of structured organic reaction records. Task: describe an organic reaction: reactants, conditions, products, and yield Reactants: C1N(CC2=CC=CC=C12)C(=O)NC1=CC=C(C=C1)C1=CCN(CC1)C(=O)OC(C)(C)C (tert-Butyl 4-(4-(isoindoline-2-carboxamido)phenyl)-5,6-dihydropyridine-1(2H)-carboxylate). Reagents/catalysts: [Pd] (Pd on carbon). Solvent: CO.O1CCCC1 (methanol tetrahydrofuran). Reaction conditions: time 16 hour. Yields the product N1CCC(CC1)C1=CC=C(C=C1)NC(=O)N1CC2=CC=CC=C2C1 (N-(4-(piperidin-4-yl)phenyl)isoindoline-2-carboxamide). Reaction SMILES: [CH2:1]1[C:9]2[C:4](=[CH:5][CH:6]=[CH:7][CH:8]=2)[CH2:3][N:2]1[C:10]([NH:12][C:13]1[CH:18]=[CH:17][C:16]([C:19]2[CH2:24][CH2:23][N:22](C(OC(C)(C)C)=O)[CH2:21][CH:20]=2)=[CH:15][CH:14]=1)=[O:11]>CO.O1CCCC1.[Pd]>[NH:22]1[CH2:21][CH2:20][CH:19]([C:16]2[CH:17]=[CH:18][C:13]([NH:12][C:10]([N:2]3[CH2:3][C:4]4[C:9](=[CH:8][CH:7]=[CH:6][CH:5]=4)[CH2:1]3)=[O:11])=[CH:14][CH:15]=2)[CH2:24][CH2:23]1 |f:1.2|. Reported procedure: tert-Butyl 4-(4-(isoindoline-2-carboxamido)phenyl)-5,6-dihydropyridine-1(2H)-carboxylate (1.00 g, 2.38 mmol) in 20 ml of 1:1 methanol/tetrahydrofuran was added to 5% Pd on carbon (wet) (0.200 g) in a 50 ml pressure bottle and stirred for 16 hours at 30 atm and room temperature. The mixture was filtered through a nylon membrane and concentrated. The residue was suspended in dichloromethane, stirred 1 hour and filtered with dichloromethane washes to provide the title compound. The reactants are C(C)(C)(C)[Li] (t-Butyllithium), BrC=1C=C2C(CC(C2=CC1)(C)C)(C)C (5-bromo-1,1,3,3-tetramethyl-indan), N(=NC(=O)OC(C)(C)C)C(=O)OC(C)(C)C (di-tert-butyl azodicarboxylate). The solvent is O1CCCC1 (tetrahydrofuran), O1CCCC1 (tetrahydrofuran). Conditions: temperature -78 celsius, time 40 minute. Product: CC1(CC(C2=CC(=CC=C12)N(NC(=O)OC(C)(C)C)C(=O)OC(C)(C)C)(C)C)C (di-tert-butyl 1-(1,1,3,3-tetramethyl-2,3-dihydro-1H-inden-5-yl)hydrazine-1,2-dicarboxylate). Isolated yield 59.3%. As a reaction SMILES: Br[C:2]1[CH:3]=[C:4]2[C:8](=[CH:9][CH:10]=1)[C:7]([CH3:12])([CH3:11])[CH2:6][C:5]2([CH3:14])[CH3:13].C([Li])(C)(C)C.[N:20]([C:29]([O:31][C:32]([CH3:35])([CH3:34])[CH3:33])=[O:30])=[N:21][C:22]([O:24][C:25]([CH3:28])([CH3:27])[CH3:26])=[O:23]>O1CCCC1>[CH3:11][C:7]1([CH3:12])[C:8]2[C:4](=[CH:3][C:2]([N:20]([C:29]([O:31][C:32]([CH3:35])([CH3:34])[CH3:33])=[O:30])[NH:21][C:22]([O:24][C:25]([CH3:26])([CH3:27])[CH3:28])=[O:23])=[CH:10][CH:9]=2)[C:5]([CH3:14])([CH3:13])[CH2:6]1. Procedure: 5-Bromo-1,1,3,3-tetramethyl-indan 19b (1.4 g, 5.53 mmol) was dissolved in 10 mL of tetrahydrofuran and cooled to −78° C. in a dry ice-acetone bath. t-Butyllithium (4.4 mL, 11.1 mmol) was added dropwise at the same temperature and the mixture was stirred for 40 minutes. A solution of di-tert-butyl azodicarboxylate (1.59 g, 6.92 mmol) in 10 mL of tetrahydrofuran was added dropwise by a constant-pressure addition funnel. The reaction mixture was stirred at −78° C. for 3 hours. The reaction was moni... The reactants are C1CCOC1, COc1ccc(-c2cc(N)[nH]n2)cn1, COC(=O)c1ccc(C=O)cc1. Yields the product COC(=O)c1ccc(CNc2cc(-c3ccc(OC)nc3)n[nH]2)cc1. RXN SMILES: [CH2:27]1[O:28][CH2:29][CH2:30][CH2:31]1.[CH3:1][O:2][c:3]1[cH:4][cH:5][c:6](-[c:9]2[n:10][nH:11][c:12]([NH2:14])[cH:13]2)[cH:7][n:8]1.[CH:15](=[O:16])[c:17]1[cH:18][cH:19][c:20]([C:21](=[O:22])[O:23][CH3:24])[cH:25][cH:26]1>>[CH3:1][O:2][c:3]1[cH:4][cH:5][c:6](-[c:9]2[n:10][nH:11][c:12]([NH:14][CH2:15][c:17]3[cH:18][cH:19][c:20]([C:21](=[O:22])[O:23][CH3:24])[cH:25][cH:26]3)[cH:13]2)[cH:7][n:8]1. Reactants: ClC1=CC=C(C=C1)C(C(=O)C1=C(C(=C(C=C1)F)F)O)C(C(C)C)=O (2-(4-chlorophenyl)-1-(3,4-difluoro-2-hydroxy-phenyl)-4-methyl-pentane-1,3-dione). The solvent is C(C)(=O)O (acetic acid), Cl (HCl). Conditions: temperature 140 celsius, time 3 hour. Product: ClC1=CC=C(C=C1)C1=C(OC2=C(C(=CC=C2C1=O)F)F)C(C)C (3-(4-Chlorophenyl)-7,8-difluoro-2-isopropyl-chromen-4-one). RXN SMILES: [Cl:1][C:2]1[CH:7]=[CH:6][C:5]([CH:8]([C:20](=[O:24])[CH:21]([CH3:23])[CH3:22])[C:9]([C:11]2[CH:16]=[CH:15][C:14]([F:17])=[C:13]([F:18])[C:12]=2O)=[O:10])=[CH:4][CH:3]=1>C(O)(=O)C.Cl>[Cl:1][C:2]1[CH:3]=[CH:4][C:5]([C:8]2[C:9](=[O:10])[C:11]3[C:12](=[C:13]([F:18])[C:14]([F:17])=[CH:15][CH:16]=3)[O:24][C:20]=2[CH:21]([CH3:23])[CH3:22])=[CH:6][CH:7]=1. Reported procedure: A mixture of 2-(4-chlorophenyl)-1-(3,4-difluoro-2-hydroxy-phenyl)-4-methyl-pentane-1,3-dione (3.65 g, 10.3 mmol) in acetic acid (36 ml) and concentrated HCl solution (2 ml) is stirred at 140° C. for 3 h. The reaction mixture is cooled to room temperature, poured onto ice-water and extracted with methylene chloride. The organic layer is washed with saturated sodium hydrogen carbonate solution, dried over anhydrous magnesium sulfate and evaporated to dryness in vacuo to afford the title compound a... Reactants: CC(=O)O (HOAc), C(C1=CC=CC=C1)OCC=O (2-Benzyloxy acetaldehyde), C[Si](OC=CC(=C)O[Si](C)(C)C)(C)C (1,3-bis(trimethylsilyloxy)-1,3-butadiene), [Mg+2].[Br-].[Br-] (MgBr2). Solvent: C1CCOC1 (THF). Run at time 3 hour. Product: C(C1=CC=CC=C1)OCC1CC(C=C(O1)C)=O (6-Benzyloxymethyl-2-methyl-5,6-dihydro-4H-pyran-4-one). The yield is 60.0%. RXN SMILES: [CH2:1]([O:8][CH2:9][CH:10]=[O:11])[C:2]1[CH:7]=[CH:6][CH:5]=[CH:4][CH:3]=1.[Mg+2].[Br-].[Br-].C[Si](C)(C)O[CH:18]=[CH:19][C:20]([O:22][Si](C)(C)C)=[CH2:21].[CH3:29]C(O)=O>C1COCC1>[CH2:1]([O:8][CH2:9][CH:10]1[O:11][C:18]([CH3:29])=[CH:19][C:20](=[O:22])[CH2:21]1)[C:2]1[CH:7]=[CH:6][CH:5]=[CH:4][CH:3]=1 |f:1.2.3|. Procedure details: A solution of 10.4 g of the aldehyde from Step 1 in 250 ml of THF was cooled to 0° C. and 1.0 eq of freshly prepared MgBr2 was added dropwise. The mixture was warmed to r.t. and 40.6 g of 1,3-bis(trimethylsilyloxy)-1,3-butadiene (Emde, et al., Synthesis p. 6 (1982)) was added. After 3.0 h, 50% aqueous HOAc was added and the mixture was stirred 10 min and then extracted with Et2O (2×). After the ether was evaporated, the resultant oil was taken back up in 300 ml of CH2Cl2 and 12 ml of TFA. After ... The reactants are O=C(O)c1cc2[nH]cc(C3=CCCCC3)c2s1, CO, CCOC(C)=O, [H][H]. The product is O=C(O)c1cc2[nH]cc(C3CCCCC3)c2s1. Reaction SMILES: [C:1]1([c:7]2[c:8]3[c:9]([nH:10][cH:11]2)[cH:12][c:13]([C:15](=[O:16])[OH:17])[s:14]3)=[CH:2][CH2:3][CH2:4][CH2:5][CH2:6]1.[CH3:20][OH:21].[CH3:22][CH2:23][O:24][C:25]([CH3:26])=[O:27].[H:18][H:19]>>[CH:1]1([c:7]2[c:8]3[c:9]([nH:10][cH:11]2)[cH:12][c:13]([C:15](=[O:16])[OH:17])[s:14]3)[CH2:2][CH2:3][CH2:4][CH2:5][CH2:6]1.